This data is from the Open Reaction Database (ORD), a public repository of structured organic reaction records. The task is: describe an organic reaction: reactants, conditions, products, and yield Reactants: COC(=O)C1=NC=C(C=C1C)C1=CC(=CC=C1)C(F)(F)F (3-methyl-5-(3-trifluoromethyl-phenyl)-pyridine-2-carboxylic acid methyl ester), ClC1=C(C=C(C(=N1)C(=O)N1CCC(CC1)N1CCCC1)C)C1=CC(=CC=C1)C(F)(F)F ([6-Chloro-3-methyl-5-(3-trifluoromethyl-phenyl)-pyridin-2-yl]-(4-pyrrolidin-1-yl-piperidin-1-yl)-methanone), NC1=NC=C(C=N1)B(O)O (2-aminopyrimidin-5-yl-boronic acid), (1,1′-bis-diphenylphosphino)-ferrocene, C([O-])([O-])=O.[Na+].[Na+] (sodium carbonate). Reagents/catalysts: [Pd](Cl)Cl (palladium-(II)dichloride). The solvent is O1CCOCC1.O (dioxane water). The product is NC1=NC=C(C=N1)C1=C(C=C(C(=N1)C(=O)N1CCC(CC1)N1CCCC1)C)C1=CC(=CC=C1)C(F)(F)F ([6-(2-Amino-pyrimidin-5-yl)-3-methyl-5-(3-trifluoromethyl-phenyl)-pyridin-2-yl]-(4-pyrrolidin-1-yl-piperidin-1-yl)-methanone). As a reaction SMILES: COC(C1C(C)=CC(C2C=CC=C(C(F)(F)F)C=2)=CN=1)=O.Cl[C:23]1[N:28]=[C:27]([C:29]([N:31]2[CH2:36][CH2:35][CH:34]([N:37]3[CH2:41][CH2:40][CH2:39][CH2:38]3)[CH2:33][CH2:32]2)=[O:30])[C:26]([CH3:42])=[CH:25][C:24]=1[C:43]1[CH:48]=[CH:47][CH:46]=[C:45]([C:49]([F:52])([F:51])[F:50])[CH:44]=1.[NH2:53][C:54]1[N:59]=[CH:58][C:57](B(O)O)=[CH:56][N:55]=1.C(=O)([O-])[O-].[Na+].[Na+]>O1CCOCC1.O.[Pd](Cl)Cl>[NH2:53][C:54]1[N:59]=[CH:58][C:57]([C:23]2[N:28]=[C:27]([C:29]([N:31]3[CH2:36][CH2:35][CH:34]([N:37]4[CH2:41][CH2:40][CH2:39][CH2:38]4)[CH2:33][CH2:32]3)=[O:30])[C:26]([CH3:42])=[CH:25][C:24]=2[C:43]2[CH:48]=[CH:47][CH:46]=[C:45]([C:49]([F:52])([F:51])[F:50])[CH:44]=2)=[CH:56][N:55]=1 |f:3.4.5,6.7|. Procedure details: In analogy to the procedure described for the preparation of intermediate 1A, [6-chloro-3-methyl-5-(3-trifluoromethyl-phenyl)-pyridin-2-yl]-(4-pyrrolidin-1-yl-piperidin-1-yl)-methanone (example 3) was reacted with 2-aminopyrimidin-5-yl-boronic acid, (1,1′-bis-diphenylphosphino)-ferrocene)palladium-(II)dichloride (1:1 complex with CH2Cl2) and sodium carbonate in dioxane/water at 80° C. to give the title compound as dark brown oil. MS: 511.4 (MH+). The reactants are C(C=CC1=CC=CC=C1)OC1=CC=CC=C1 (cinnamyloxybenzene), C(C1=CC=CC=C1)NCC1=CC=CC=C1 (dibenzylamine). As a reaction SMILES: [CH2:1](OC1C=CC=CC=1)[CH:2]=[CH:3][C:4]1[CH:9]=[CH:8][CH:7]=[CH:6][CH:5]=1.[CH2:17]([NH:24][CH2:25][C:26]1[CH:31]=[CH:30][CH:29]=[CH:28][CH:27]=1)[C:18]1[CH:23]=[CH:22][CH:21]=[CH:20][CH:19]=1>>[CH2:25]([N:24]([CH2:17][C:18]1[CH:23]=[CH:22][CH:21]=[CH:20][CH:19]=1)[CH2:1]/[CH:2]=[CH:3]/[C:4]1[CH:5]=[CH:6][CH:7]=[CH:8][CH:9]=1)[C:26]1[CH:31]=[CH:30][CH:29]=[CH:28][CH:27]=1. Reaction conditions: time 0.5 hour. The product is C(C1=CC=CC=C1)N(C\C=C\C1=CC=CC=C1)CC1=CC=CC=C1 ((E)-N,N-Dibenzyl-3-phenylprop-2-en-1-amine). Reported procedure: Following the general procedure using cinnamyloxybenzene (105 mg, 0.50 mmol) and dibenzylamine (148 mg, 0.75 mmol), the reaction was stirred for 0.5 h at rt. Column chromatography on silica gel (eluting with 8% EtOAc/hexanes) afforded the product as a pale yellow liquid (145 mg, 93%). Isolated yield 92.5%.